From a dataset of the Open Reaction Database (ORD), a public repository of structured organic reaction records. describe an organic reaction: reactants, conditions, products, and yield Starting materials: CCOC(C)=O, CC(C)OC(C)C, NC1CCCCC1N, CC(CN1CCCC1CO)N1c2ccccc2Sc2ccc(C(N)=S)cc21, S. Yields the product CC(CN1CCCC1CO)N1c2ccccc2Sc2ccc(C3=NC4CCCCC4N3)cc21. Reaction SMILES: [CH3:44][CH2:45][O:46][C:47](=[O:48])[CH3:49].[CH:37]([O:38][CH:39]([CH3:40])[CH3:41])([CH3:42])[CH3:43].[NH2:1][CH:2]1[CH:3]([NH2:8])[CH2:4][CH2:5][CH2:6][CH2:7]1.[OH:10][CH2:11][CH:12]1[N:13]([CH2:17][CH:18]([CH3:19])[N:20]2[c:21]3[cH:22][cH:23][cH:24][cH:25][c:26]3[S:27][c:28]3[cH:29][cH:30][c:31]([C:34](=[S:35])[NH2:36])[cH:32][c:33]32)[CH2:14][CH2:15][CH2:16]1.[SH2:9]>>[NH:1]1[CH:2]2[CH:3]([CH2:4][CH2:5][CH2:6][CH2:7]2)[N:8]=[C:34]1[c:31]1[cH:30][cH:29][c:28]2[c:33]([cH:32]1)[N:20]([CH:18]([CH2:17][N:13]1[CH:12]([CH2:11][OH:10])[CH2:16][CH2:15][CH2:14]1)[CH3:19])[c:21]1[cH:22][cH:23][cH:24][cH:25][c:26]1[S:27]2. Reaction conditions: time 4 hour. Run in O (water). Procedure details: Dimethyl sulphate (3.0 ml.) was added to a stirred solution of 4-hydroxy-3-methylsulphonylmethylquinoline (1.9 g.) and potassium hydroxide (1.4 g.) in water (20 ml.) at 5°. The mixture was stirred at room temperature for 4 hours, then filtered to give the novel 1-methyl-3-methylsulphonylmethyl-4-quinolone, m.p. 204°-205° (from acetone). Reaction SMILES: S(OC)(O[CH3:5])(=O)=O.[OH:8][C:9]1[C:18]2[C:13](=[CH:14][CH:15]=[CH:16][CH:17]=2)[N:12]=[CH:11][C:10]=1[CH2:19][S:20]([CH3:23])(=[O:22])=[O:21].[OH-].[K+]>O>[CH3:5][N:12]1[C:13]2[C:18](=[CH:17][CH:16]=[CH:15][CH:14]=2)[C:9](=[O:8])[C:10]([CH2:19][S:20]([CH3:23])(=[O:22])=[O:21])=[CH:11]1 |f:2.3|. The product is CN1C=C(C(C2=CC=CC=C12)=O)CS(=O)(=O)C (1-methyl-3-methylsulphonylmethyl-4-quinolone). Reactants: S(=O)(=O)(OC)OC (Dimethyl sulphate), OC1=C(C=NC2=CC=CC=C12)CS(=O)(=O)C (4-hydroxy-3-methylsulphonylmethylquinoline), [OH-].[K+] (potassium hydroxide). Reaction SMILES: Cl[C:2]1[CH:3]=[C:4]2[N:11]([CH3:12])[C:10]([CH3:14])([CH3:13])[CH2:9][N:5]2[C:6](=[O:8])[N:7]=1.[F:15][C:16]1[C:21]([F:22])=[CH:20][CH:19]=[CH:18][C:17]=1[CH2:23][OH:24]>>[F:15][C:16]1[C:21]([F:22])=[CH:20][CH:19]=[CH:18][C:17]=1[CH2:23][O:24][C:2]1[CH:3]=[C:4]2[N:11]([CH3:12])[C:10]([CH3:14])([CH3:13])[CH2:9][N:5]2[C:6](=[O:8])[N:7]=1. The product is FC1=C(COC=2C=C3N(C(N2)=O)CC(N3C)(C)C)C=CC=C1F (7-((2,3-difluorobenzyl)oxy)-1,2,2-trimethyl-2,3-dihydroimidazo[1,2-c]pyrimidin-5(1H)-one). Reactants: E1, ClC=1C=C2N(C(N1)=O)CC(N2C)(C)C (7-chloro-1,2,2-trimethyl-2,3-dihydroimidazo[1,2-c]pyrimidin-5(1H)-one), FC1=C(C=CC=C1F)CO ((2,3difluorophenyl)methanol). Procedure details: The title compound was prepared by a procedure similar to that described for E1 starting from 7-chloro-1,2,2-trimethyl-2,3-dihydroimidazo[1,2-c]pyrimidin-5(1H)-one and (2,3difluorophenyl)methanol. Reactants: Cc1sc(-c2ccccc2)nc1CNC1CCC(c2ccc3[nH]c(=O)oc3c2)CC1, CO, [Na+], [OH-]. The product is Cc1sc(-c2ccccc2)nc1CN(C)C1CCC(c2ccc3[nH]c(=O)oc3c2)CC1. Reaction SMILES: [CH3:1][c:2]1[c:3]([CH2:13][NH:14][CH:15]2[CH2:16][CH2:17][CH:18]([c:21]3[cH:22][c:23]4[c:24]([nH:25][c:26](=[O:28])[o:27]4)[cH:29][cH:30]3)[CH2:19][CH2:20]2)[n:4][c:5](-[c:7]2[cH:8][cH:9][cH:10][cH:11][cH:12]2)[s:6]1.[CH3:33][OH:34].[Na+:32].[OH-:31]>>[CH3:1][c:2]1[c:3]([CH2:13][N:14]([CH:15]2[CH2:16][CH2:17][CH:18]([c:21]3[cH:22][c:23]4[c:24]([nH:25][c:26](=[O:28])[o:27]4)[cH:29][cH:30]3)[CH2:19][CH2:20]2)[CH3:33])[n:4][c:5](-[c:7]2[cH:8][cH:9][cH:10][cH:11][cH:12]2)[s:6]1. The reactants are palladium tetrakis triphenyl phosphine, C(=O)([O-])[O-].[Na+].[Na+] (Na2CO3), ClC1=CC(=NC(=N1)N1CCOCC1)NC1=CC=C(C=C1)OC(F)(F)F ((6-chloro-2-morpholin-4-yl-pyrimidin-4-yl)-(4-trifluoromethoxy-phenyl)-amine), C(C)(=O)C=1C=C(C=CC1)B(O)O (3-acetyl benzene boronic acid). Solvent: CN(C)C=O (DMF), O (water). Run at temperature 30 celsius. The product is N1(CCOCC1)C1=NC(=CC(=N1)C=1C=C(C=CC1)C(C)=O)NC1=CC=C(C=C1)OC(F)(F)F (1-{3-[2-morpholin-4-yl-6-(4-trifluoromethoxy-phenylamino)-pyrimidin-4-yl]-phenyl}-ethanone). Yield: 49.7%. RXN SMILES: Cl[C:2]1[N:7]=[C:6]([N:8]2[CH2:13][CH2:12][O:11][CH2:10][CH2:9]2)[N:5]=[C:4]([NH:14][C:15]2[CH:20]=[CH:19][C:18]([O:21][C:22]([F:25])([F:24])[F:23])=[CH:17][CH:16]=2)[CH:3]=1.[C:26]([C:29]1[CH:30]=[C:31](B(O)O)[CH:32]=[CH:33][CH:34]=1)(=[O:28])[CH3:27].C([O-])([O-])=O.[Na+].[Na+]>CN(C=O)C.O>[N:8]1([C:6]2[N:7]=[C:2]([C:33]3[CH:34]=[C:29]([C:26](=[O:28])[CH3:27])[CH:30]=[CH:31][CH:32]=3)[CH:3]=[C:4]([NH:14][C:15]3[CH:20]=[CH:19][C:18]([O:21][C:22]([F:25])([F:24])[F:23])=[CH:17][CH:16]=3)[N:5]=2)[CH2:13][CH2:12][O:11][CH2:10][CH2:9]1 |f:2.3.4|. Procedure: To a mixture of compound (6-chloro-2-morpholin-4-yl-pyrimidin-4-yl)-(4-trifluoromethoxy-phenyl)-amine (0.3 g, 0.8 mmol) and 3-acetyl benzene boronic acid (0.13 g, 0.79 mmol) in DMF (10 mL) was added palladium tetrakis triphenyl phosphine (0.027 g, 0.023 mmol) and 2M Na2CO3 soln (0.67 g, 6.32 mmol) at room temperature. The reaction mixture was then heated for 12 hours under nitrogen atmosphere. The reaction mixture was cooled to temperature in the range of 20-40° C., diluted with water, extracted... Reactants: Oc1cccc(Br)c1, CCOC(=O)C=C(C)Cl, CC(C)(C)[O-], [K+], C1CCOC1. Product: CCOC(=O)C=C(C)Oc1cccc(Br)c1. As a reaction SMILES: [Br:7][c:8]1[cH:9][c:10]([OH:14])[cH:11][cH:12][cH:13]1.[CH2:15]([CH3:16])[O:17][C:18]([CH:19]=[C:20]([CH3:21])[Cl:22])=[O:23].[CH3:1][C:2]([CH3:3])([O-:4])[CH3:5].[K+:6].[O:24]1[CH2:25][CH2:26][CH2:27][CH2:28]1>>[Br:7][c:8]1[cH:9][c:10]([O:14][C:20](=[CH:19][C:18]([O:17][CH2:15][CH3:16])=[O:23])[CH3:21])[cH:11][cH:12][cH:13]1. Starting materials: CN1C(=O)CC(=O)N(C)C1=O, C=CCOC(=O)NC(CCC)C(O)C(=O)NC1CC1, ClCCl, c1ccc(P(c2ccccc2)(c2ccccc2)[Pd](P(c2ccccc2)(c2ccccc2)c2ccccc2)(P(c2ccccc2)(c2ccccc2)c2ccccc2)P(c2ccccc2)(c2ccccc2)c2ccccc2)cc1. Yields the product CCCC(N)C(O)C(=O)NC1CC1. RXN SMILES: [CH3:20][N:21]1[C:22](=[O:23])[CH2:24][C:25](=[O:26])[N:27]([CH3:28])[C:29]1=[O:30].[CH:1]1([NH:4][C:5]([CH:6]([CH:7]([CH2:8][CH2:9][CH3:10])[NH:11][C:12](=[O:13])[O:14][CH2:15][CH:16]=[CH2:17])[OH:18])=[O:19])[CH2:2][CH2:3]1.[Cl:108][CH2:109][Cl:110].[cH:31]1[cH:32][cH:33][c:34]([P:35]([Pd:36]([P:37]([c:38]2[cH:39][cH:40][cH:41][cH:42][cH:43]2)([c:44]2[cH:45][cH:46][cH:47][cH:48][cH:49]2)[c:50]2[cH:51][cH:52][cH:53][cH:54][cH:55]2)([P:56]([c:57]2[cH:58][cH:59][cH:60][cH:61][cH:62]2)([c:63]2[cH:64][cH:65][cH:66][cH:67][cH:68]2)[c:69]2[cH:70][cH:71][cH:72][cH:73][cH:74]2)[P:75]([c:76]2[cH:77][cH:78][cH:79][cH:80][cH:81]2)([c:82]2[cH:83][cH:84][cH:85][cH:86][cH:87]2)[c:88]2[cH:89][cH:90][cH:91][cH:92][cH:93]2)([c:94]2[cH:95][cH:96][cH:97][cH:98][cH:99]2)[c:100]2[cH:101][cH:102][cH:103][cH:104][cH:105]2)[cH:106][cH:107]1>>[CH:1]1([NH:4][C:5]([CH:6]([CH:7]([CH2:8][CH2:9][CH3:10])[NH2:11])[OH:18])=[O:19])[CH2:2][CH2:3]1. The reactants are C1(=CC=CC=C1)P(C1=CC=CC=C1)C1=CC=CC=C1 (Triphenylphosphine), II (iodine), N1C=NC=C1 (imidazole), COC(COCC#CCO)=O ((4-hydroxy-but-2-ynyloxy)-acetic acid methyl ester). The solvent is C(Cl)Cl (CH2Cl2). Conditions: time 1 hour. Product: COC(COCC#CCI)=O ((4-iodo-but-2-ynyloxy)-acetic acid methyl ester). Isolated yield 38.6%. Reaction SMILES: C1(P(C2C=CC=CC=2)C2C=CC=CC=2)C=CC=CC=1.[I:20]I.N1C=CN=C1.[CH3:27][O:28][C:29](=[O:37])[CH2:30][O:31][CH2:32][C:33]#[C:34][CH2:35]O>C(Cl)Cl>[CH3:27][O:28][C:29](=[O:37])[CH2:30][O:31][CH2:32][C:33]#[C:34][CH2:35][I:20]. Procedure: Triphenylphosphine (6.23 g, 23.8 mmol), iodine (6.03 g, 23.8 mmol) and imidazole (1.57 g, 23.8 mmol) were added sequentially to a solution of (4-hydroxy-but-2-ynyloxy)-acetic acid methyl ester (3.13 g, 19.8 mmol) in CH2Cl2 (30 mL). After 1 h at rt, the reaction was filtered through activity I basic alumina, washing with 20% EtOAc/Hexane. The filtrate was concentrated in vacuo then purified by flash column chromatography on silica gel (Hexane→20% EtOAc/Hexane, gradient) to afford 2.05 g (39%) of ...